This data is from the Open Reaction Database (ORD), a public repository of structured organic reaction records. The task is: describe an organic reaction: reactants, conditions, products, and yield Reactants: Intermediate 1, BrBr (bromine), BrC(C(=O)OCC)C(C(=O)C1=CC(=C(C=C1)OC)OC)Br (ethyl 2,3-dibromo-4-(3,4-dimethoxyphenyl)-4-oxobutanoate), mixture, COC=1C=C(C=CC1OC)C(C=CC(=O)OCC)=O (ethyl 4-(3,4-dimethoxyphenyl)-4-oxo-2-butenoate). Run in C(Cl)Cl (methylene chloride), C(Cl)Cl (methylene chloride). The product is COC=1C=C(C=CC1OC)C(C#CC(=O)OCC)=O (Ethyl 4-(3,4-Dimethoxyphenyl)-4-oxo-2-butynoate). Reaction SMILES: Br[CH:2]([CH:8](Br)[C:9]([C:11]1[CH:16]=[CH:15][C:14]([O:17][CH3:18])=[C:13]([O:19][CH3:20])[CH:12]=1)=[O:10])[C:3]([O:5][CH2:6][CH3:7])=[O:4].COC1C=C(C(=O)C=CC(OCC)=O)C=CC=1OC.BrBr>C(Cl)Cl>[CH3:20][O:19][C:13]1[CH:12]=[C:11]([C:9](=[O:10])[C:8]#[C:2][C:3]([O:5][CH2:6][CH3:7])=[O:4])[CH:16]=[CH:15][C:14]=1[O:17][CH3:18]. Procedure details: The procedure as described above in connection with Intermediate 1 was repeated to prepare ethyl 2,3-dibromo-4-(3,4-dimethoxyphenyl)-4-oxobutanoate (7.3 g, 95%) in the form of a diastereo mixture as a colorless foam (mixing ratio=63:37) from, a solution of ethyl 4-(3,4-dimethoxyphenyl)-4-oxo-2-butenoate (4.8 g, 18 mmol) in methylene chloride (500 ml) and a solution of bromine (1.1 ml) in methylene chloride (100 ml). The diastereo mixture was used in the next reaction without separation. As a reaction SMILES: [O:1]([C:3]1[CH:4]=[C:5]([C:9]2[N:18]=[C:17]([C:19](O)=[O:20])[C:16]3[C:11](=[CH:12][CH:13]=[CH:14][CH:15]=3)[N:10]=2)[CH:6]=[CH:7][CH:8]=1)[CH3:2].Cl.[OH:23][C:24]1[C:33]([N:34]([CH3:36])[CH3:35])=[CH:32][CH:31]=[C:30]2[C:25]=1[CH2:26][CH2:27][NH:28][CH2:29]2>>[O:1]([C:3]1[CH:4]=[C:5]([C:9]2[N:18]=[C:17]([C:19]([N:28]3[CH2:27][CH2:26][C:25]4[C:30](=[CH:31][CH:32]=[C:33]([N:34]([CH3:36])[CH3:35])[C:24]=4[OH:23])[CH2:29]3)=[O:20])[C:16]3[C:11](=[CH:12][CH:13]=[CH:14][CH:15]=3)[N:10]=2)[CH:6]=[CH:7][CH:8]=1)[CH3:2] |f:1.2|. Yield: 10.0%. Reactants: O(C)C=1C=C(C=CC1)C1=NC2=CC=CC=C2C(=N1)C(=O)O (2-(3-methoxylphenyl)quinazoline-4-carboxylic acid), Cl.OC1=C2CCNCC2=CC=C1N(C)C (5-hydroxy-6-dimethylamino-1,2,3,4-tetrahydroisoquinoline hydrochloride). Procedure: Reaction of 2-(3-methoxylphenyl)quinazoline-4-carboxylic acid with 5-hydroxy-6-dimethylamino-1,2,3,4-tetrahydroisoquinoline hydrochloride gave compound 50 (10% yield) as a brown solid. 1H NMR (300 MHz, CDCl3) δ 2.64 and 2.68 (2s, 6H), 2.87 and 3.09 (2t, 2H), 3.60 and 4.21 (2t, 2H), 3.94 and 3.97 (2s, 3H), 4.50 and 5.09 (2s, 2H), 6.34 and 6.82 (2d, 1H), 6.95-7.16 (m, 2H), 7.42-7.49 (m, 1H), 7.55-7.65 (m, 1H), 7.90-8.06 (m, 2H), 8.13-8.29 (m, 3H); MS (ESI) m/z 455 ([M+H]+). Yields the product O(C)C=1C=C(C=CC1)C1=NC2=CC=CC=C2C(=N1)C(=O)N1CC2=CC=C(C(=C2CC1)O)N(C)C (2-[[2-(3-methoxylphenyl)quinazolin-4-yl]carbonyl]-5-hydroxy-6-dimethylamino-1,2,3,4-tetrahydroisoquinoline). Reactants: COC(CCBr)OC, Cc1ccc(-c2c[nH]c(=O)[nH]c2=O)cn1, Cl, [K+], [K+], O=C([O-])[O-], CN(C)C=O, O. Yields the product COC(CCn1cc(-c2ccc(C)nc2)c(=O)[nH]c1=O)OC. As a reaction SMILES: [Br:23][CH2:24][CH2:25][CH:26]([O:27][CH3:28])[O:29][CH3:30].[CH3:2][c:3]1[cH:4][cH:5][c:6](-[c:9]2[c:10](=[O:16])[nH:11][c:12](=[O:15])[nH:13][cH:14]2)[cH:7][n:8]1.[ClH:1].[K+:17].[K+:18].[O-:19][C:20]([O-:21])=[O:22].[O:32]=[CH:33][N:34]([CH3:35])[CH3:36].[OH2:31]>>[CH3:2][c:3]1[cH:4][cH:5][c:6](-[c:9]2[c:10](=[O:16])[nH:11][c:12](=[O:15])[n:13]([CH2:24][CH2:25][CH:26]([O:27][CH3:28])[O:29][CH3:30])[cH:14]2)[cH:7][n:8]1. The reactants are Intermediate 1E, C(CCC)N(C(=O)C1=NNC(=C1Cl)CCOC1OCCCC1)CCCC (N,N-dibutyl-4-chloro-5-(2-(tetrahydro-2H-pyran-2-yloxy)ethyl)-1H-pyrazole-3-carboxamide), FC1=C(C=C(C(=O)OCC)C=C1)C(=O)N1CC2=CC=CC=C2CC1 (ethyl 4-fluoro-3-(1,2,3,4-tetrahydroisoquinoline-2-carbonyl)benzoate). Yields the product ClC=1C(=NN(C1CCOC1OCCCC1)C1=C(C=C(C(=O)OCC)C=C1)C(=O)N1CC2=CC=CC=C2CC1)C(N(CCCC)CCCC)=O (Ethyl 4-(4-chloro-3-(dibutylcarbamoyl)-5-(2-(tetrahydro-2H-pyran-2-yloxy)ethyl)-1H-pyrazol-1-yl)-3-(1,2,3,4-tetrahydroisoquinoline-2-carbonyl)benzoate). Isolated yield 29.8%. Reaction SMILES: [CH2:1]([N:5]([CH2:23][CH2:24][CH2:25][CH3:26])[C:6]([C:8]1[C:12]([Cl:13])=[C:11]([CH2:14][CH2:15][O:16][CH:17]2[CH2:22][CH2:21][CH2:20][CH2:19][O:18]2)[NH:10][N:9]=1)=[O:7])[CH2:2][CH2:3][CH3:4].F[C:28]1[CH:38]=[CH:37][C:31]([C:32]([O:34][CH2:35][CH3:36])=[O:33])=[CH:30][C:29]=1[C:39]([N:41]1[CH2:50][CH2:49][C:48]2[C:43](=[CH:44][CH:45]=[CH:46][CH:47]=2)[CH2:42]1)=[O:40]>>[Cl:13][C:12]1[C:8]([C:6](=[O:7])[N:5]([CH2:1][CH2:2][CH2:3][CH3:4])[CH2:23][CH2:24][CH2:25][CH3:26])=[N:9][N:10]([C:28]2[CH:38]=[CH:37][C:31]([C:32]([O:34][CH2:35][CH3:36])=[O:33])=[CH:30][C:29]=2[C:39]([N:41]2[CH2:50][CH2:49][C:48]3[C:43](=[CH:44][CH:45]=[CH:46][CH:47]=3)[CH2:42]2)=[O:40])[C:11]=1[CH2:14][CH2:15][O:16][CH:17]1[CH2:22][CH2:21][CH2:20][CH2:19][O:18]1. Reported procedure: Following a procedure analogous to that for the synthesis of Intermediate 1E, N,N-dibutyl-4-chloro-5-(2-(tetrahydro-2H-pyran-2-yloxy)ethyl)-1H-pyrazole-3-carboxamide (407 mg, 1.06 mmol) and ethyl 4-fluoro-3-(1,2,3,4-tetrahydroisoquinoline-2-carbonyl)benzoate (380 mg, 1.16 mmol) were converted to the title compound (219 mg, 30%). 1H NMR (CD3OD, mixture of amide rotamers) δ 8.26 (td, J=8.4, 1.8 Hz, 1H), 8.19-8.10 (m, 1H), 7.98 (d, J=8.1 Hz, 1H), 7.29-7.07 (m, 3.5H), 6.94 (d, J=7.5 Hz, 0.5H), 4.71-... Product: c1cc2c(cc1-c1cnc3[nH]cc(-c4cn[nH]c4)c3c1)CCO2. RXN SMILES: [CH3:35][CH2:36][OH:37].[Na+:34].[OH-:33].[c:1]1([S:2](=[O:3])(=[O:4])[n:10]2[cH:11][c:12](-[c:28]3[cH:29][n:30][nH:31][cH:32]3)[c:13]3[c:14]2[n:15][cH:16][c:17](-[c:19]2[cH:20][cH:21][c:22]4[c:23]([cH:27]2)[CH2:24][CH2:25][O:26]4)[cH:18]3)[cH:5][cH:6][cH:7][cH:8][cH:9]1>>[nH:10]1[cH:11][c:12](-[c:28]2[cH:29][nH:30][n:31][cH:32]2)[c:13]2[c:14]1[n:15][cH:16][c:17](-[c:19]1[cH:20][cH:21][c:22]3[c:23]([cH:27]1)[CH2:24][CH2:25][O:26]3)[cH:18]2. Starting materials: CCO, [Na+], [OH-], O=S(=O)(c1ccccc1)n1cc(-c2cn[nH]c2)c2cc(-c3ccc4c(c3)CCO4)cnc21. Starting materials: ClC=1C=C(C=CC1I)[N+](=O)[O-] (3-chloro-4-iodo-nitrobenzene), C[Si](C(F)(F)F)(C)C (trimethyl(trifluoromethyl)silane), [F-].[K+] (potassium fluoride). The reagents and catalysts are [Cu]I (copper(I) iodide). Solvent: CN(C=O)C (N,N-dimethylformamide), C(C)OCC (diethyl ether). Product: ClC=1C=C(C=CC1C(F)(F)F)[N+](=O)[O-] (3-Chloro-4-trifluoromethyl-nitrobenzene). RXN SMILES: [Cl:1][C:2]1[CH:3]=[C:4]([N+:9]([O-:11])=[O:10])[CH:5]=[CH:6][C:7]=1I.C[Si](C)(C)[C:14]([F:17])([F:16])[F:15].[F-].[K+]>CN(C)C=O.C(OCC)C.[Cu]I>[Cl:1][C:2]1[CH:3]=[C:4]([N+:9]([O-:11])=[O:10])[CH:5]=[CH:6][C:7]=1[C:14]([F:17])([F:16])[F:15] |f:2.3|. Procedure: A solution of 3-chloro-4-iodo-nitrobenzene (2.26 g), trimethyl(trifluoromethyl)silane (5.68 g), copper(I) iodide (2.28 g), and potassium fluoride (0.56 g) in N,N-dimethylformamide (8 mL) is heated in a sealed tube to 80° C. for 40 hours. The solution is then cooled, diluted with diethyl ether, filtered through diatomaceous earth, and the filtrate is washed successively with water, saturated aqueous sodium chloride, and then dried over anhydrous sodium sulfate. The solvent is removed under reduce... Reactants: [K] (Potassium), CN1C(=NC2=CC=CC=C2C1=O)COC1=CC=C(CC2C(NC(S2)=O)=O)C=C1 (5-[4-[[3-Methyl-4-oxo-3,4-dihydroquinazolin-2-yl]methoxy]benzyl]thiazolidine-2,4-dione). Run in CO (methanol), C=1(C(=CC=CC1)C)C (xylene), CO (methanol). Run at time 1 hour. Yields the product [K].CN1C(=NC2=CC=CC=C2C1=O)COC1=CC=C(CC2C(NC(S2)=O)=O)C=C1 (5-[4-[[3-methyl-4-oxo-3,4-dihydroquinazolin-2-yl]methoxy]benzyl]thiazolidine-2,4-dione potassium salt). The yield is 91.0%. As a reaction SMILES: [CH3:1][N:2]1[C:11](=[O:12])[C:10]2[C:5](=[CH:6][CH:7]=[CH:8][CH:9]=2)[N:4]=[C:3]1[CH2:13][O:14][C:15]1[CH:28]=[CH:27][C:18]([CH2:19][CH:20]2[S:24][C:23](=[O:25])[NH:22][C:21]2=[O:26])=[CH:17][CH:16]=1.[K:29]>C1(C)C(C)=CC=CC=1.CO>[K:29].[CH3:1][N:2]1[C:11](=[O:12])[C:10]2[C:5](=[CH:6][CH:7]=[CH:8][CH:9]=2)[N:4]=[C:3]1[CH2:13][O:14][C:15]1[CH:28]=[CH:27][C:18]([CH2:19][CH:20]2[S:24][C:23](=[O:25])[NH:22][C:21]2=[O:26])=[CH:17][CH:16]=1 |f:4.5,^1:28,39|. Procedure: 5-[4-[[3-Methyl-4-oxo-3,4-dihydroquinazolin-2-yl]methoxy]benzyl]thiazolidine-2,4-dione (40 g) was dissolved in a mixture of xylene (280 ml) and methanol (280 ml) at reflux temperature to get clear solution. Potassium tertariry butoxide (12.52 g) dissolved in methanol was added slowly drop wise. After complete addition, the reaction mass was stirred at room temperature for 1 hour. The precipitated compound was filtered, washed with methanol and dried the compound in oven at 60-80° C. to yield pol...